Dataset: the Open Reaction Database (ORD), a public repository of structured organic reaction records. Task: describe an organic reaction: reactants, conditions, products, and yield The reactants are Cl (hydrochloric acid), C(C)(=O)OCCOC1=CC=2C(C3=CC=C(C=C3OC2C=C1)C#N)=O (2-(2-Acetoxyethoxy)-6-cyanoxanthone), [N-]=[N+]=[N-].[Na+] (sodium azide), [Cl-].[NH4+] (ammonium chloride). The solvent is CN(C=O)C (dimethylformamide). The product is C(C)(=O)OCCOC1=CC=2C(C3=CC=C(C=C3OC2C=C1)C1=NN=NN1)=O (2-(2-Acetoxyethoxy)-6-(5-tetrazolyl)xanthone). RXN SMILES: [C:1]([O:4][CH2:5][CH2:6][O:7][C:8]1[CH:21]=[CH:20][C:19]2[O:18][C:17]3[C:12](=[CH:13][CH:14]=[C:15]([C:22]#[N:23])[CH:16]=3)[C:11](=[O:24])[C:10]=2[CH:9]=1)(=[O:3])[CH3:2].[N-:25]=[N+:26]=[N-:27].[Na+].[Cl-].[NH4+].Cl>CN(C)C=O>[C:1]([O:4][CH2:5][CH2:6][O:7][C:8]1[CH:21]=[CH:20][C:19]2[O:18][C:17]3[C:12](=[CH:13][CH:14]=[C:15]([C:22]4[NH:27][N:26]=[N:25][N:23]=4)[CH:16]=3)[C:11](=[O:24])[C:10]=2[CH:9]=1)(=[O:3])[CH3:2] |f:1.2,3.4|. Procedure: The cyanoxanthone from step (B) (2.9 g), sodium azide (0.61 g), ammonium chloride (0.53 g) and dimethylformamide (50 ml) were heated together at 125° for 8 h. The reaction mixture was poured into an iced aqueous solution of hydrochloric acid (excess) and the product filtered off and dried. Recrystallisation from dimethylformamide yielded the title compound, m.p. 216°-218° C. The reactants are C(C)OC(=O)C=1N=C(SC1)COC1=CC=C(C=C1)I (2-(4-iodo-phenoxymethyl)-thiazole-4-carboxylic acid ethyl ester), C(C)OC(=O)C=1N=C(SC1)COC1=CC=C(C=C1)I (2-(4-iodo-phenoxymethyl)-thiazole-4-carboxylic acid ethyl ester), NC(=O)C=1C=C(C=CC1)B(O)O ((3-aminocarbonylphenyl)boronic acid). Yields the product C(N)(=O)C=1C=C(C=CC1)C1=CC=C(C=C1)OCC=1SC=C(N1)C(=O)O (2-(3′-Carbamoyl-biphenyl-4-yloxymethyl)-thiazole-4-carboxylic acid). RXN SMILES: C([O:3][C:4]([C:6]1[N:7]=[C:8]([CH2:11][O:12][C:13]2[CH:18]=[CH:17][C:16](I)=[CH:15][CH:14]=2)[S:9][CH:10]=1)=[O:5])C.[NH2:20][C:21]([C:23]1[CH:24]=[C:25](B(O)O)[CH:26]=[CH:27][CH:28]=1)=[O:22]>>[C:21]([C:23]1[CH:28]=[C:27]([C:16]2[CH:15]=[CH:14][C:13]([O:12][CH2:11][C:8]3[S:9][CH:10]=[C:6]([C:4]([OH:3])=[O:5])[N:7]=3)=[CH:18][CH:17]=2)[CH:26]=[CH:25][CH:24]=1)(=[O:22])[NH2:20]. Procedure details: 2-(3′-Carbamoyl-biphenyl-4-yloxymethyl)-thiazole-4-carboxylic acid was prepared using general procedure 2 from 2-(4-iodo-phenoxymethyl)-thiazole-4-carboxylic acid ethyl ester (of Intermediate 2) and (3-aminocarbonylphenyl)boronic acid (available from Apollo Scientific Ltd., Stockport, UK). Mass spectrum MH+=355. The reactants are ClC1=CC(=C(S1)C(=O)NCC=C)[Si](C)(C)C (5-Chloro-N-(2-propenyl)-3-(trimethylsilyl)-2-thiophenecarboxamide), CS(=O)(OC)=S (methyl methanethiosulfonate), C(C)N(C(=O)C=1SC=CC1[Si](C)(C)C)SC (N-Ethyl-N-(methylthio)-3-(trimethylsilyl)-2-thiophenecarboxamide). Yields the product ClC1=CC(=C(S1)C(=O)N(CC=C)SC)[Si](C)(C)C (5-Chloro-N-(methylthio)-N-2-propenyl-3-(trimethylsilyl)-2-thiophenecarboxamide). Reaction SMILES: [Cl:1][C:2]1[S:6][C:5]([C:7]([NH:9][CH2:10][CH:11]=[CH2:12])=[O:8])=[C:4]([Si:13]([CH3:16])([CH3:15])[CH3:14])[CH:3]=1.[CH3:17][S:18](=S)(OC)=O.C(N(SC)C(C1SC=CC=1[Si](C)(C)C)=O)C>>[Cl:1][C:2]1[S:6][C:5]([C:7]([N:9]([S:18][CH3:17])[CH2:10][CH:11]=[CH2:12])=[O:8])=[C:4]([Si:13]([CH3:14])([CH3:16])[CH3:15])[CH:3]=1. Procedure: The compound of Example 262 (1.1 g) was reacted with 0.52 g of methyl methanethiosulfonate using procedure described for the preparation of the compound of Example 272. The title compound (0.6 g) was purified by flash chromatography with 2% ethyl acetate-hexane and recovered as a colorless oil. nD25 1.5698. The reactants are ice water, [N+](=O)([O-])CC (nitroethane), C(CCC)N (n-butylamine), ClC1=C(C(=O)[O-])C=CC(=C1C=O)Cl (2,4-dichloro-3-formylbenzoate). Run in C1(=CC=CC=C1)C (toluene). Yields the product ClC1=C(C(=O)OC)C=CC(=C1C=C(C)[N+](=O)[O-])Cl (methyl 2,4-dichloro-3-(2-nitro-1-propenyl)benzoate). Reaction SMILES: [Cl:1][C:2]1[C:10]([CH:11]=O)=[C:9]([Cl:13])[CH:8]=[CH:7][C:3]=1[C:4]([O-:6])=[O:5].[N+:14]([CH2:17][CH3:18])([O-:16])=[O:15].[CH2:19](N)CCC>C1(C)C=CC=CC=1>[Cl:1][C:2]1[C:10]([CH:11]=[C:17]([N+:14]([O-:16])=[O:15])[CH3:18])=[C:9]([Cl:13])[CH:8]=[CH:7][C:3]=1[C:4]([O:6][CH3:19])=[O:5]. Procedure: To 100 ml toluene, was added 2,4-dichloro-3-formylbenzoate in an amount of 25.72 g, and the resulting mixture was then added with nitroethane in an amount of 39.0 g and n-butylamine in an amount of 1.5 g and was allowed to a reaction for 21 hours under reflux. The reacted-mixture was poured into ice water, and the mixture was then extracted with ethyl acetate, then the ethyl acetate layer was washed with 1N-hydrochloric acid solution and saturated saline solution in turn and dried with anhydrous...